Dataset: the Open Reaction Database (ORD), a public repository of structured organic reaction records. Task: describe an organic reaction: reactants, conditions, products, and yield Starting materials: C(C1=CC=CC=C1)SC1=NC=NC2=C1N=C(N=C2N2CCS(CC2)=O)Cl (8-benzylthio-2-chloro-4-(1-oxido-thiomorpholino)-pyrimido-[5,4-d]-pyrimidine), N1CCNCC1 (piperazine). Product: C(C1=CC=CC=C1)SC1=NC=NC2=C1N=C(N=C2N2CCS(CC2)=O)N2CCNCC2 (8-Benzylthio-4-(1-oxido-thiomorpholino)-2-piperazino-pyrimido-[5,4-d]-pyrimidine). As a reaction SMILES: [CH2:1]([S:8][C:9]1[C:14]2[N:15]=[C:16](Cl)[N:17]=[C:18]([N:19]3[CH2:24][CH2:23][S:22](=[O:25])[CH2:21][CH2:20]3)[C:13]=2[N:12]=[CH:11][N:10]=1)[C:2]1[CH:7]=[CH:6][CH:5]=[CH:4][CH:3]=1.[NH:27]1[CH2:32][CH2:31][NH:30][CH2:29][CH2:28]1>>[CH2:1]([S:8][C:9]1[C:14]2[N:15]=[C:16]([N:27]3[CH2:32][CH2:31][NH:30][CH2:29][CH2:28]3)[N:17]=[C:18]([N:19]3[CH2:24][CH2:23][S:22](=[O:25])[CH2:21][CH2:20]3)[C:13]=2[N:12]=[CH:11][N:10]=1)[C:2]1[CH:7]=[CH:6][CH:5]=[CH:4][CH:3]=1. Procedure details: This compound was prepared analogous to Example 2 from 8-benzylthio-2-chloro-4-(1-oxido-thiomorpholino)-pyrimido-[5,4-d]-pyrimidine (m.p.: 188°-190° C.) and piperazine. The reactants are [Cl-].[NH4+] (ammonium chloride), C([O-])([O-])=O.[Cs+].[Cs+] (cesium carbonate), IC (iodomethane), IC (Iodomethane), C(C)(C)(C)OC(NC1=CC(=C(C(=C1)C)Br)C)=O ((4-bromo-3,5-dimethyl-phenyl)-carbamic acid tert-butyl ester), C([O-])([O-])=O.[Cs+].[Cs+] (cesium carbonate). The solvent is CN(C)C=O (DMF). Conditions: time 27 hour. Product: C(C)(C)(C)OC(N(C)C1=CC(=C(C(=C1)C)Br)C)=O ((4-bromo-3,5-dimethyl-phenyl)-methyl-carbamic acid tert-butyl ester). Isolated yield 18.8%. Reaction SMILES: IC.[C:3]([O:7][C:8](=[O:19])[NH:9][C:10]1[CH:15]=[C:14]([CH3:16])[C:13]([Br:17])=[C:12]([CH3:18])[CH:11]=1)([CH3:6])([CH3:5])[CH3:4].[C:20](=O)([O-])[O-].[Cs+].[Cs+].[Cl-].[NH4+]>CN(C=O)C>[C:3]([O:7][C:8](=[O:19])[N:9]([C:10]1[CH:11]=[C:12]([CH3:18])[C:13]([Br:17])=[C:14]([CH3:16])[CH:15]=1)[CH3:20])([CH3:6])([CH3:5])[CH3:4] |f:2.3.4,5.6|. Procedure: Iodomethane (20.5 ml, 329 mmol) was added to a solution of (4-bromo-3,5-dimethyl-phenyl)-carbamic acid tert-butyl ester (47.5 g, 158 mmol) and cesium carbonate (80.6 g, 247 mmol) in DMF (165 ml) at room temperature, and the mixture was stirred for 27 hours. Further, cesium carbonate (26.9 g, 82.6 mmol) and iodomethane (20.5 ml, 329 mmol) were added at room temperature, and the mixture was further stirred for three days. An aqueous ammonium chloride solution was added to the reaction mixture, fol... Reactants: ClC=1C=C(C=CC1Cl)CC(=O)N(CCC(=O)OCC)[C@H](CN1CCCC1)C1=CC=CC=C1 (Ethyl (S)-3-[[(3,4-dichlorophenyl)-acetyl]-[1-phenyl-2-(1-pyrrolidinyl)-ethyl]-amino]propanoate), [H-].[Na+] (sodium hydride). The yield is 95.7%. Reported procedure: The operation is carried out as in Example 2 starting with 28.6 g of the product obtained in Example 11, using 3.3 g sodium hydride. 24.74 g of desired product is obtained which is used as it is for the following example. M.p.=110°-115° C. crystallized from diethyl ether. RXN SMILES: [Cl:1][C:2]1[CH:3]=[C:4]([CH2:9][C:10]([N:12]([C@@H:20]([C:27]2[CH:32]=[CH:31][CH:30]=[CH:29][CH:28]=2)[CH2:21][N:22]2[CH2:26][CH2:25][CH2:24][CH2:23]2)[CH2:13][CH2:14][C:15]([O:17]CC)=O)=[O:11])[CH:5]=[CH:6][C:7]=1[Cl:8].[H-].[Na+]>>[Cl:1][C:2]1[CH:3]=[C:4]([CH:9]2[C:15](=[O:17])[CH2:14][CH2:13][N:12]([C@@H:20]([C:27]3[CH:28]=[CH:29][CH:30]=[CH:31][CH:32]=3)[CH2:21][N:22]3[CH2:26][CH2:25][CH2:24][CH2:23]3)[C:10]2=[O:11])[CH:5]=[CH:6][C:7]=1[Cl:8] |f:1.2|. Product: ClC=1C=C(C=CC1Cl)C1C(N(CCC1=O)[C@H](CN1CCCC1)C1=CC=CC=C1)=O ((1S)-3-(3,4-dichlorophenyl)-1-[1-phenyl-2-(1-pyrrolidinyl)-ethyl]-2,4-piperidinedione). The reactants are C[C@@H](CCCCCC)OC(=O)C1CC2=CC=C(C=C2CC1)O (6-Hydroxy-1,2,3,4-tetrahydro-naphthalene-2-carboxylic Acid (1S)-1-Methylheptyl Ester), C1(=CC=CC=C1)NS(=O)(=O)C(F)(F)F (N-phenyl trifluoromethanesulfonamide). Solvent: ClCCl (dichloromethane), C(C)N(CC)CC (triethylamine). Run at time 24 hour. Yields the product C[C@@H](CCCCCC)OC(=O)C1CC2=CC=C(C=C2CC1)OS(=O)(=O)C(F)(F)F (6-Trifluoromethanesulfonyloxy-1,2,3,4-tetrahydro-naphthalene-2-carboxylic Acid (1S)-1-Methylheptyl Ester). Reaction SMILES: [CH3:1][C@H:2]([O:9][C:10]([CH:12]1[CH2:21][CH2:20][C:19]2[C:14](=[CH:15][CH:16]=[C:17]([OH:22])[CH:18]=2)[CH2:13]1)=[O:11])[CH2:3][CH2:4][CH2:5][CH2:6][CH2:7][CH3:8].C1(N[S:30]([C:33]([F:36])([F:35])[F:34])(=[O:32])=[O:31])C=CC=CC=1>ClCCl.C(N(CC)CC)C>[CH3:1][C@H:2]([O:9][C:10]([CH:12]1[CH2:21][CH2:20][C:19]2[C:14](=[CH:15][CH:16]=[C:17]([O:22][S:30]([C:33]([F:36])([F:35])[F:34])(=[O:32])=[O:31])[CH:18]=2)[CH2:13]1)=[O:11])[CH2:3][CH2:4][CH2:5][CH2:6][CH2:7][CH3:8]. Reported procedure: To a solution 6-hydroxy-1,2,3,4-tetrahydro-naphthalene-2-carboxylic acid (1S)-1-methylheptyl ester (37) (1 equi.), and N-phenyl trifluoromethanesulfonamide (1 equi.) in dichloromethane (10 mL/mmole), triethylamine (1.5 equi.) was added at −78 C. The reaction mixture was stirred at that temperature for 1 h and at room temperature for 24 h, quenched with water, extracted with ethyl acetate:hexane(1:1), washed with brine, dried over MgSO4, and concentrated in vacuo. Purification by chromatography o... The reactants are CCO, CC1(C)CC(c2ccccc2[N+](=O)[O-])Nc2ccc(Cl)cc21, Cl, [Fe]. Product: CC1(C)CC(c2ccccc2N)Nc2ccc(Cl)cc21. RXN SMILES: [CH3:23][CH2:24][OH:25].[Cl:1][c:2]1[cH:3][c:4]2[c:9]([cH:10][cH:11]1)[NH:8][CH:7]([c:12]1[c:13]([N+:18]([O-:19])=[O:20])[cH:14][cH:15][cH:16][cH:17]1)[CH2:6][C:5]2([CH3:21])[CH3:22].[ClH:26].[Fe:27]>>[Cl:1][c:2]1[cH:3][c:4]2[c:9]([cH:10][cH:11]1)[NH:8][CH:7]([c:12]1[c:13]([NH2:18])[cH:14][cH:15][cH:16][cH:17]1)[CH2:6][C:5]2([CH3:21])[CH3:22]. The reactants are CC1(OB(OC1(C)C)C=1C=C(N)C=CC1)C (3-(4,4,5,5-Tetramethyl-1,3,2-dioxaborolan-2-yl)aniline), COC1=C(C=CC(=C1)OC)S(=O)(=O)Cl (2,4-dimethoxybenzene-1-sulfonyl chloride), 15b. Yields the product COC1=C(C=CC(=C1)OC)S(=O)(=O)NC1=CC(=CC=C1)B1OC(C(O1)(C)C)(C)C (2,4-Dimethoxy-N-(3-(4,4,5,5-tetramethyl-1,3,2-dioxaborolan-2-yl)phenyl)benzenesulfonamide). The yield is 66.1%. Reaction SMILES: [CH3:1][C:2]1([CH3:16])[C:6]([CH3:8])([CH3:7])[O:5][B:4]([C:9]2[CH:10]=[C:11]([CH:13]=[CH:14][CH:15]=2)[NH2:12])[O:3]1.[CH3:17][O:18][C:19]1[CH:24]=[C:23]([O:25][CH3:26])[CH:22]=[CH:21][C:20]=1[S:27](Cl)(=[O:29])=[O:28]>>[CH3:17][O:18][C:19]1[CH:24]=[C:23]([O:25][CH3:26])[CH:22]=[CH:21][C:20]=1[S:27]([NH:12][C:11]1[CH:13]=[CH:14][CH:15]=[C:9]([B:4]2[O:3][C:2]([CH3:16])([CH3:1])[C:6]([CH3:7])([CH3:8])[O:5]2)[CH:10]=1)(=[O:28])=[O:29]. Reported procedure: 3-(4,4,5,5-Tetramethyl-1,3,2-dioxaborolan-2-yl)aniline (450 mg, 2.05 mmol, prepared as described at Wing Kin Chow et al. Chemistry—A European Journal, 2011, 17(25), 6913-6917) was treated with 2,4-dimethoxybenzene-1-sulfonyl chloride (850 mg, 3.5 mmol) according to the method described in Preparation 15b to give 568 mg (77% yield) of the title compound as an oil. Purity 99%.